From a dataset of the Open Reaction Database (ORD), a public repository of structured organic reaction records. describe an organic reaction: reactants, conditions, products, and yield Starting materials: C(C)(C)(C)OC(N[C@@H](C(CC1=NC=CC=C1NC(C)=O)=O)CC1=C(C=CC(=C1)F)F)=O ([(R)-3-(3-Acetylaminopyridin-2-yl)-1-(2,5-difluorobenzyl)-2-oxopropyl]carbamic acid tert-butyl ester), C(C)(=O)O[BH-](OC(C)=O)OC(C)=O.[Li+] (lithium triacetoxyborohydride). Yields the product C(C)(C)(C)OC(N[C@@H]([C@H](CC1=NC=CC=C1NC(C)=O)O)CC1=C(C=CC(=C1)F)F)=O ([(1R,2S)-3-(3-Acetylaminopyridin-2-yl)-1-(2,5-difluorobenzyl)-2-hydroxypropyl]carbamic acid tert-butyl ester). RXN SMILES: [C:1]([O:5][C:6](=[O:31])[NH:7][C@H:8]([CH2:22][C:23]1[CH:28]=[C:27]([F:29])[CH:26]=[CH:25][C:24]=1[F:30])[C:9](=[O:21])[CH2:10][C:11]1[C:16]([NH:17][C:18](=[O:20])[CH3:19])=[CH:15][CH:14]=[CH:13][N:12]=1)([CH3:4])([CH3:3])[CH3:2].C(O[BH-](OC(=O)C)OC(=O)C)(=O)C.[Li+]>>[C:1]([O:5][C:6](=[O:31])[NH:7][C@H:8]([CH2:22][C:23]1[CH:28]=[C:27]([F:29])[CH:26]=[CH:25][C:24]=1[F:30])[C@@H:9]([OH:21])[CH2:10][C:11]1[C:16]([NH:17][C:18](=[O:20])[CH3:19])=[CH:15][CH:14]=[CH:13][N:12]=1)([CH3:2])([CH3:3])[CH3:4] |f:1.2|. Procedure: Using general procedure 3 with [(R)-3-(3-Acetylaminopyridin-2-yl)-1-(2,5-difluorobenzyl)-2-oxopropyl]carbamic acid tert-butyl ester (1.68 mmol; 729.00 mg) and lithium triacetoxyborohydride (8.41 mmol; 2.22 g) as the reducing agent gives the title compound. Reactants: NC1=C(C(=C(S1)C(C1=CC(=CC=C1)O)=O)C)C(=O)OC(C)(C)C (t-butyl 2-amino-5-(3-hydroxybenzoyl)-4-methyl-3-thenoate), N(=O)[O-].[Na+] (sodium nitrite), S(O)(O)(=O)=O (sulfuric acid), NC1=NC=C(C=C1O)Br (2-amino-5-bromo-3-pyridinol), diazonium. Solvent: O (water), O (water), N1=CC=CC=C1 (pyridine). Reaction conditions: time 2 hour. The product is NC1=C(C=C(C(=N1)N=NC1=C(C(=C(S1)C(C1=CC(=CC=C1)O)=O)C)C(=O)OC(C)(C)C)Br)O (t-Butyl 2-(6-amino-3-bromo-5-hydroxy-2-pyridylazo)-5-(3-hydroxybenzoyl)-4-methyl-3-thenoate). Yield: 72.0%. Reaction SMILES: [NH2:1][C:2]1[S:6][C:5]([C:7](=[O:15])[C:8]2[CH:13]=[CH:12][CH:11]=[C:10]([OH:14])[CH:9]=2)=[C:4]([CH3:16])[C:3]=1[C:17]([O:19][C:20]([CH3:23])([CH3:22])[CH3:21])=[O:18].S(=O)(=O)(O)O.[N:29]([O-])=O.[Na+].[NH2:33][C:34]1[C:39]([OH:40])=[CH:38][C:37]([Br:41])=[CH:36][N:35]=1>O.N1C=CC=CC=1>[NH2:33][C:34]1[N:35]=[C:36]([N:29]=[N:1][C:2]2[S:6][C:5]([C:7](=[O:15])[C:8]3[CH:13]=[CH:12][CH:11]=[C:10]([OH:14])[CH:9]=3)=[C:4]([CH3:16])[C:3]=2[C:17]([O:19][C:20]([CH3:23])([CH3:22])[CH3:21])=[O:18])[C:37]([Br:41])=[CH:38][C:39]=1[OH:40] |f:2.3|. Reported procedure: A slurry of t-butyl 2-amino-5-(3-hydroxybenzoyl)-4-methyl-3-thenoate in 150 ml of 1:5 acid (see Example 1-C) was cooled to 0° to 5° C. and 9 ml of concentrated sulfuric acid was added below 5° C. A solution of 4.21 g (0.61 mole) of sodium nitrite in 10 ml of water was slowly added, holding the temperature at 0° to 5° C. during the addition. The diazonium was stirred for 1.5 hours at 0° to 5° C. and then was added below 10° C. to a solution of 11.34 g of 2-amino-5-bromo-3-pyridinol (Example 2-L) ... Reactants: ClC1=C(CNC(=O)C=2C(NN=C(C2)C2=CC=NC=C2)=O)C=CC(=C1)Cl (N-(2,4-dichlorobenzyl)-3-oxo-6-pyridin-4-yl-2,3-dihydropyridazine-4-carboxamide), FC(C1=CC=C(CN)C=C1)(F)F (4-(trifluoromethyl)benzylamine), solid, O=C1NN=C(C=C1C(=O)O)C1=CC=NC=C1 (3-oxo-6-pyridin-4-yl-2,3-dihydropyridazine-4-carboxylic acid), C(C(=O)Cl)(=O)Cl (oxalyl chloride). Solvent: ClCCl (dichloromethane), CN(C=O)C (dimethylformamide), C(C)N(CC)CC (triethylamine). The product is O=C1NN=C(C=C1C(=O)NCC1=CC=C(C=C1)C(F)(F)F)C1=CC=NC=C1 (3-oxo-6-pyridin-4-yl-N-[4-(trifluoromethyl)benzyl]-2,3-dihydropyridazine-4-carboxamide). Reaction SMILES: Cl[C:2]1[CH:24]=[C:23](Cl)[CH:22]=[CH:21][C:3]=1[CH2:4][NH:5][C:6]([C:8]1[C:9](=[O:20])[NH:10][N:11]=[C:12]([C:14]2[CH:19]=[CH:18][N:17]=[CH:16][CH:15]=2)[CH:13]=1)=[O:7].O=C1C(C(O)=O)=CC(C2C=CN=CC=2)=NN1.C(Cl)(=O)C(Cl)=O.[F:48][C:49]([F:59])([F:58])C1C=CC(CN)=CC=1>C(N(CC)CC)C.CN(C)C=O.ClCCl>[O:20]=[C:9]1[C:8]([C:6]([NH:5][CH2:4][C:3]2[CH:21]=[CH:22][C:23]([C:49]([F:59])([F:58])[F:48])=[CH:24][CH:2]=2)=[O:7])=[CH:13][C:12]([C:14]2[CH:19]=[CH:18][N:17]=[CH:16][CH:15]=2)=[N:11][NH:10]1. Reported procedure: Working as in example 2 for the preparation of N-(2,4-dichlorobenzyl)-3-oxo-6-pyridin-4-yl-2,3-dihydropyridazine-4-carboxamide, but starting with 0.3 g of 3-oxo-6-pyridin-4-yl-2,3-dihydropyridazine-4-carboxylic acid, 10 cm3 of dichloromethane, 0.02 cm3 of dimethylformamide, 0.12 cm3 of oxalyl chloride, 0.21 cm3 of 4-(trifluoromethyl)benzylamine and 0.19 cm3 of triethylamine, 0.22 g of 3-oxo-6-pyridin-4-yl-N-[4-(trifluoromethyl)benzyl]-2,3-dihydropyridazine-4-carboxamide was obtained in the form ... Starting materials: NC=1SC(=C(N1)C)C1=NC=CC(=C1)C (2-amino-4-methyl-5-(4-methylpyridin-2-yl)thiazole), Cl.C(C)(OCC)=N (ethyl acetimidate hydrochloride), C(C)(C)N(CC)C(C)C (diisopropylethylamine). Solvent: CN(C=O)C (N,N-dimethylformamide). Reaction conditions: time 10 day. Product: Cl.Cl.CC=1N=C(SC1C1=NC=CC(=C1)C)NC(C)=N (N-(4-methyl-5-(4-methylpyridin-2-yl)thiazol-2-yl)acetamidine dihydrochloride). Isolated yield 69.0%. RXN SMILES: [NH2:1][C:2]1[S:3][C:4]([C:8]2[CH:13]=[C:12]([CH3:14])[CH:11]=[CH:10][N:9]=2)=[C:5]([CH3:7])[N:6]=1.[ClH:15].[C:16](=[NH:21])(OCC)[CH3:17].C(N(C(C)C)CC)(C)C>CN(C)C=O>[ClH:15].[ClH:15].[CH3:7][C:5]1[N:6]=[C:2]([NH:1][C:16](=[NH:21])[CH3:17])[S:3][C:4]=1[C:8]1[CH:13]=[C:12]([CH3:14])[CH:11]=[CH:10][N:9]=1 |f:1.2,5.6.7|. Procedure details: A suspension of 2-amino-4-methyl-5-(4-methylpyridin-2-yl)thiazole (205 mg), ethyl acetimidate hydrochloride (370 mg) and diisopropylethylamine (0.697 ml) in N,N-dimethylformamide (4 ml) was stirred at ambient temperature for 10 days and evaporated under reduced pressure. To the residue was added hydrogen chloride in ethyl acetate (4N, 4 ml) and crystallized from methanol and ethyl acetate. The precipitate was collected by filtration and recrystallized from methanol and 2-propanol to give N-(4-me... Solvent: CO (methanol). Starting materials: B(=O)[O-].[Na+] (sodium boranate), ClC1=CC=C(OC(C(C(C=C)(C)C)=O)N2C=NC=C2)C=C1 (5-(4-chlorophenoxy)-3,3-dimethyl-5-(imidazol-1-yl)-pent-1-en-4-one), C(C)(=O)O (acetic acid). The yield is 79.5%. Yields the product ClC1=CC=C(OC(C(C(C=C)(C)C)O)N2C=NC=C2)C=C1 (5-(4-chlorophenoxy)-3,3-dimethyl-5-(imidazol-1-yl)-pent-1-en-4-ol). Procedure: 3.8 g (0.1 mol) of sodium boranate were introduced in portions into a solution of 15.3 g (0.05 mol) of 5-(4-chlorophenoxy)-3,3-dimethyl-5-(imidazol-1-yl)-pent-1-en-4-one (obtained as described in Example 1) in 150 ml of methanol, the mixture being cooled externally. After 6 hours, the reaction mixture was adjusted to pH 6 with dilute acetic acid, and was concentrated by evaporation under reduced pressure. The residue was taken up in ethyl acetate, and the solution was washed once with dilute sod... RXN SMILES: B([O-])=O.[Na+].[Cl:5][C:6]1[CH:25]=[CH:24][C:9]([O:10][CH:11]([N:19]2[CH:23]=[CH:22][N:21]=[CH:20]2)[C:12](=[O:18])[C:13]([CH3:17])([CH3:16])[CH:14]=[CH2:15])=[CH:8][CH:7]=1.C(O)(=O)C>CO>[Cl:5][C:6]1[CH:7]=[CH:8][C:9]([O:10][CH:11]([N:19]2[CH:23]=[CH:22][N:21]=[CH:20]2)[CH:12]([OH:18])[C:13]([CH3:16])([CH3:17])[CH:14]=[CH2:15])=[CH:24][CH:25]=1 |f:0.1|. Run at time 6 hour.